From a dataset of the Open Reaction Database (ORD), a public repository of structured organic reaction records. describe an organic reaction: reactants, conditions, products, and yield The reactants are N#Cc1cc(NC(=O)c2cc3ccccc3s2)ccc1N1CCC(O)CC1, CC(C)(C)[Si](C)(C)Cl, CN(C)C=O, O, c1c[nH]cn1. The product is CN(C(=O)c1cc2ccccc2s1)c1ccc(N2CCC(O)CC2)c(C#N)c1. As a reaction SMILES: [C:1](#[N:2])[c:3]1[cH:4][c:5]([NH:16][C:17](=[O:18])[c:19]2[cH:20][c:21]3[c:22]([s:23]2)[cH:24][cH:25][cH:26][cH:27]3)[cH:6][cH:7][c:8]1[N:9]1[CH2:10][CH2:11][CH:12]([OH:15])[CH2:13][CH2:14]1.[C:28]([Si:29]([Cl:30])([CH3:31])[CH3:32])([CH3:33])([CH3:34])[CH3:35].[CH3:41][N:42]([CH3:43])[CH:44]=[O:45].[OH2:46].[nH:36]1[cH:37][cH:38][n:39][cH:40]1>>[C:1](#[N:2])[c:3]1[cH:4][c:5]([N:16]([C:17](=[O:18])[c:19]2[cH:20][c:21]3[c:22]([s:23]2)[cH:24][cH:25][cH:26][cH:27]3)[CH3:28])[cH:6][cH:7][c:8]1[N:9]1[CH2:10][CH2:11][CH:12]([OH:15])[CH2:13][CH2:14]1. The reactants are ClC1=C(C(=CC=C1F)OC)[C@@H](C)C1=CNC2=NC=C(C=C21)C=2C=NN(C2C)[C@@H]2CC[C@H](CC2)C(=O)O (trans-4-(4-{3-[(1S)-1-(2-chloro-3-fluoro-6-methoxyphenyl)ethyl]-1H-pyrrolo[2,3-b]pyridin-5-yl}-5-methyl-1H-pyrazol-1-yl)cyclohexanecarboxylic acid), Cl.CNC (dimethylamine hydrochloride), CN(C)C(=[N+](C)C)ON1C2=C(C=CC=C2)N=N1.[B-](F)(F)(F)F (TBTU), CCN(C(C)C)C(C)C (DIPEA), C(Cl)Cl (DCM). Reaction conditions: time 1 minute. Product: ClC1=C(C(=CC=C1F)OC)[C@@H](C)C1=CNC2=NC=C(C=C21)C=2C=NN(C2C)[C@@H]2CC[C@H](CC2)C(=O)N(C)C (Trans-4-(4-{3-[(1S)-1-(2-chloro-3-fluoro-6-methoxyphenyl)ethyl]-1H-pyrrolo[2,3-b]pyridin-5-yl}-5-methyl-1H-pyrazol-1-yl)-N,N-dimethylcyclohexanecarboxamide). As a reaction SMILES: [Cl:1][C:2]1[C:7]([F:8])=[CH:6][CH:5]=[C:4]([O:9][CH3:10])[C:3]=1[C@H:11]([C:13]1[C:21]2[C:16](=[N:17][CH:18]=[C:19]([C:22]3[CH:23]=[N:24][N:25]([C@H:28]4[CH2:33][CH2:32][C@H:31]([C:34](O)=[O:35])[CH2:30][CH2:29]4)[C:26]=3[CH3:27])[CH:20]=2)[NH:15][CH:14]=1)[CH3:12].Cl.[CH3:38][NH:39][CH3:40].CN(C(ON1N=NC2C=CC=CC1=2)=[N+](C)C)C.[B-](F)(F)(F)F.CCN(C(C)C)C(C)C.C(Cl)Cl>>[Cl:1][C:2]1[C:7]([F:8])=[CH:6][CH:5]=[C:4]([O:9][CH3:10])[C:3]=1[C@H:11]([C:13]1[C:21]2[C:16](=[N:17][CH:18]=[C:19]([C:22]3[CH:23]=[N:24][N:25]([C@H:28]4[CH2:29][CH2:30][C@H:31]([C:34]([N:39]([CH3:40])[CH3:38])=[O:35])[CH2:32][CH2:33]4)[C:26]=3[CH3:27])[CH:20]=2)[NH:15][CH:14]=1)[CH3:12] |f:1.2,3.4|. Reported procedure: A mixture of trans-4-(4-{3-[(1S)-1-(2-chloro-3-fluoro-6-methoxyphenyl)ethyl]-1H-pyrrolo[2,3-b]pyridin-5-yl}-5-methyl-1H-pyrazol-1-yl)cyclohexanecarboxylic acid (9.00 mg, 0.0176 mmol), dimethylamine hydrochloride (14.4 mg, 0.176 mmol), TBTU (8.48 mg, 0.0264 mmol), DIPEA (0.0153 mL, 0.0881 mmol) and DCM (3 mL, 50 mmol) was stirred at rt for 1 min. The solution was concentrated in vacuo, redissolved in MeOH (1 mL) and purified via HPLC. The fractions containing the pure product were concentrated in...